From a dataset of the Open Reaction Database (ORD), a public repository of structured organic reaction records. describe an organic reaction: reactants, conditions, products, and yield Reactants: CCn1cc(C(=O)O)c(=O)c2cc(F)c(F)cc21, FCC1CNCCN1, c1ccncc1. The product is CCn1cc(C(=O)O)c(=O)c2cc(F)c(N3CCNC(CF)C3)cc21. As a reaction SMILES: [CH2:9]([CH3:10])[n:11]1[cH:12][c:13]([C:24](=[O:25])[OH:26])[c:14](=[O:23])[c:15]2[cH:16][c:17]([F:22])[c:18]([F:21])[cH:19][c:20]12.[F:1][CH2:2][CH:3]1[NH:4][CH2:5][CH2:6][NH:7][CH2:8]1.[cH:27]1[cH:28][cH:29][n:30][cH:31][cH:32]1>>[F:1][CH2:2][CH:3]1[NH:4][CH2:5][CH2:6][N:7]([c:18]2[c:17]([F:22])[cH:16][c:15]3[c:14](=[O:23])[c:13]([C:24](=[O:25])[OH:26])[cH:12][n:11]([CH2:9][CH3:10])[c:20]3[cH:19]2)[CH2:8]1. The reactants are O=C([O-])[O-], CCNc1ccc(NC(=O)COC(C)=O)cc1N=C1SC(=C2Sc3ccccc3N2C)C(=O)N1Cc1ccccc1, CO, ClC(Cl)Cl, [K+], [K+], O. Yields the product CCNc1ccc(NC(=O)CO)cc1N=C1SC(=C2Sc3ccccc3N2C)C(=O)N1Cc1ccccc1. RXN SMILES: [C:45](=[O:46])([O-:47])[O-:48].[CH2:1]([c:2]1[cH:3][cH:4][cH:5][cH:6][cH:7]1)[N:8]1[C:9](=[N:24][c:25]2[cH:26][c:27]([NH:34][C:35](=[O:36])[CH2:37][O:38][C:39](=[O:40])[CH3:41])[cH:28][cH:29][c:30]2[NH:31][CH2:32][CH3:33])[S:10][C:11](=[C:14]2[S:15][c:16]3[c:17]([cH:20][cH:21][cH:22][cH:23]3)[N:18]2[CH3:19])[C:12]1=[O:13].[CH3:42][OH:43].[Cl:51][CH:52]([Cl:53])[Cl:54].[K+:49].[K+:50].[OH2:44]>>[CH2:1]([c:2]1[cH:3][cH:4][cH:5][cH:6][cH:7]1)[N:8]1[C:9](=[N:24][c:25]2[cH:26][c:27]([NH:34][C:35](=[O:36])[CH2:37][OH:38])[cH:28][cH:29][c:30]2[NH:31][CH2:32][CH3:33])[S:10][C:11](=[C:14]2[S:15][c:16]3[c:17]([cH:20][cH:21][cH:22][cH:23]3)[N:18]2[CH3:19])[C:12]1=[O:13].